Dataset: the Open Reaction Database (ORD), a public repository of structured organic reaction records. Task: describe an organic reaction: reactants, conditions, products, and yield The reactants are ClC=1C=C2C(=CNC2=CC1)CCNC(=O)C1(CCC1)C(=O)OCC (Ethyl 1-({[2-(5-chloro-1H-indol-3-yl)ethyl]amino}carbonyl)cyclobutanecarboxylate), Cl (hydrogen chloride), Cl (hydrochloride), O=P(Cl)(Cl)Cl (POCl3). Solvent: C1(=CC=CC=C1)C (toluene). Run at time 3 hour. Yields the product Cl.ClC=1C=C2C=3CCNC(C3NC2=CC1)C1(CCC1)C(=O)OCC (Ethyl 1-(6-chloro-2,3,4,9-tetrahydro-1H-β-carbolin-1-yl)cyclobutanecarboxylate Hydrochloride). As a reaction SMILES: [Cl:1][C:2]1[CH:3]=[C:4]2[C:8](=[CH:9][CH:10]=1)[NH:7][CH:6]=[C:5]2[CH2:11][CH2:12][NH:13][C:14]([C:16]1([C:20]([O:22][CH2:23][CH3:24])=[O:21])[CH2:19][CH2:18][CH2:17]1)=O.O=P(Cl)(Cl)Cl.Cl>C1(C)C=CC=CC=1>[ClH:1].[Cl:1][C:2]1[CH:3]=[C:4]2[C:8](=[CH:9][CH:10]=1)[NH:7][C:6]1[CH:14]([C:16]3([C:20]([O:22][CH2:23][CH3:24])=[O:21])[CH2:19][CH2:18][CH2:17]3)[NH:13][CH2:12][CH2:11][C:5]2=1 |f:4.5|. Procedure details: 32 g of the product obtained in Step A are heated at reflux in a solution of 400 ml of toluene and 35 ml of POCl3. After 3 hours, the reaction mixture is concentrated under reduced pressure, the residue is taken up in 300 ml of ethanol, and 5 g of sodium borohydride are slowly added. After 30 minutes, 300 ml of water are added and the ethanol is distilled off. After extraction of the residue with dichloromethane, drying and evaporation under reduced pressure, the oily residue obtained is convert... The reactants are ClC=1C=C(C=CC1O)CC(=O)N (2-(3-chloro-4-hydroxy-phenyl)-acetamide), N1C=NC=C1 (imidazole), [Si](C)(C)(C(C)(C)C)Cl (tert-butyldimethylsilyl chloride). The solvent is CN(C=O)C (dimethylformamide), C(C)(=O)OCC (ethyl acetate). Yields the product [Si](C)(C)(C(C)(C)C)OC1=C(C=C(C=C1)CC(=O)N)Cl (2-[4-(tert-butyldimethylsilanyloxy)-3-chlorophenyl]acetamide). Yield: 77.4%. RXN SMILES: [Cl:1][C:2]1[CH:3]=[C:4]([CH2:9][C:10]([NH2:12])=[O:11])[CH:5]=[CH:6][C:7]=1[OH:8].N1C=CN=C1.[Si:18](Cl)([C:21]([CH3:24])([CH3:23])[CH3:22])([CH3:20])[CH3:19]>CN(C)C=O.C(OCC)(=O)C>[Si:18]([O:8][C:7]1[CH:6]=[CH:5][C:4]([CH2:9][C:10]([NH2:12])=[O:11])=[CH:3][C:2]=1[Cl:1])([C:21]([CH3:24])([CH3:23])[CH3:22])([CH3:20])[CH3:19]. Reported procedure: A solution of 2-(3-chloro-4-hydroxy-phenyl)-acetamide (100 mg), imidazole (184 mg), and tert-butyldimethylsilyl chloride (163 mg) was stirred for 2 h in 5 mL of dimethylformamide. The solution was diluted with 50 mL of ethyl acetate and washed with 50 mL of sodium carbonate. The ethyl acetate was evaporated to afford 125 mg of 2-[4-(tert-butyldimethylsilanyloxy)-3-chlorophenyl]acetamide. The reactants are CCCOc1cccc(OCCC)c1C(=O)OC, CCO, [K+], [OH-]. Yields the product CCCOc1cccc(OCCC)c1C(=O)O. Reaction SMILES: [CH2:1]([CH2:2][CH3:3])[O:4][c:5]1[c:6]([C:7](=[O:8])[O:9][CH3:10])[c:11]([O:15][CH2:16][CH2:17][CH3:18])[cH:12][cH:13][cH:14]1.[CH3:21][CH2:22][OH:23].[K+:20].[OH-:19]>>[CH2:1]([CH2:2][CH3:3])[O:4][c:5]1[c:6]([C:7](=[O:8])[OH:9])[c:11]([O:15][CH2:16][CH2:17][CH3:18])[cH:12][cH:13][cH:14]1. Reactants: [Li]CCCC, C1CCOC1, Cc1ccc(C(=O)O)cn1, Cc1onc(-c2ccccc2)c1CCl, Cl. The product is Cc1onc(-c2ccccc2)c1CCc1ccc(C(=O)O)cn1. As a reaction SMILES: [CH2:1]([Li:2])[CH2:3][CH2:4][CH3:5].[CH2:31]1[O:32][CH2:33][CH2:34][CH2:35]1.[CH3:6][c:7]1[n:8][cH:9][c:10]([C:11](=[O:12])[OH:13])[cH:14][cH:15]1.[Cl:16][CH2:17][c:18]1[c:19](-[c:24]2[cH:25][cH:26][cH:27][cH:28][cH:29]2)[n:20][o:21][c:22]1[CH3:23].[ClH:30]>>[CH2:6]([c:7]1[n:8][cH:9][c:10]([C:11](=[O:12])[OH:13])[cH:14][cH:15]1)[CH2:17][c:18]1[c:19](-[c:24]2[cH:25][cH:26][cH:27][cH:28][cH:29]2)[n:20][o:21][c:22]1[CH3:23]. Reactants: Cl.NCCN1C2=C(C=C1C(=O)O)CC(C2)(C)C (1-(2-aminoethyl)-5,5-dimethyl-1,4,5,6-tetrahydrocyclopenta[b]pyrrole-2-carboxylate hydrochloride), [O-]CC.[Na+] (sodium ethoxide). Run in C(C)O (ethanol). Conditions: temperature 55 celsius. Yields the product CC1(CC=2N3CCNC(C3=CC2C1)=O)C (4,4-Dimethyl-1,10-diazatricyclo[6.4.0.02,6]dodeca-2(6),7-dien-9-one). The yield is 23.1%. As a reaction SMILES: Cl.[NH2:2][CH2:3][CH2:4][N:5]1[C:9]([C:10](O)=[O:11])=[CH:8][C:7]2[CH2:13][C:14]([CH3:17])([CH3:16])[CH2:15][C:6]1=2.[O-]CC.[Na+]>C(O)C>[CH3:16][C:14]1([CH3:17])[CH2:13][C:7]2[CH:8]=[C:9]3[N:5]([CH2:4][CH2:3][NH:2][C:10]3=[O:11])[C:6]=2[CH2:15]1 |f:0.1,2.3|. Procedure details: A 100-mL single-neck round-bottomed flask equipped with a magnetic stirrer and nitrogen inlet was purged with nitrogen and charged with crude 1-(2-aminoethyl)-5,5-dimethyl-1,4,5,6-tetrahydrocyclopenta[b]pyrrole-2-carboxylate hydrochloride 107d (˜18 mmol), sodium ethoxide (6.2 g, 92 mmol) and ethanol (120 mL). The mixture was stirred at 55° C. over night. After that time, the reaction mixture was concentrated under reduced pressure and the residue was partitioned between ethyl acetate (200 mL) an...